This data is from the Open Reaction Database (ORD), a public repository of structured organic reaction records. The task is: describe an organic reaction: reactants, conditions, products, and yield Reactants: C1(CCCC1)C=1C=C(C(=O)O)C=CC1OC (3-cyclopentyl-p-anisic acid), BrC1=CC=C(CC=2OC(=C(C2)C)C)C=C1 (2-(4-bromo-benzyl)-4,5-dimethyl-furan), C(C(=O)Cl)(=O)Cl (oxalyl chloride), [Sn](Cl)(Cl)(Cl)Cl (tin (IV) chloride). The reagents and catalysts are CN(C=O)C (N,N-dimethylformamide). The product is BrC1=CC=C(CC=2OC(=C(C2C(=O)C2=CC(=C(C=C2)OC)C2CCCC2)C)C)C=C1 ([2-(4-Bromo-benzyl)-4,5-dimethyl-furan-3-yl]-(3-cyclopentyl-4-methoxy-phenyl)-methanone). The yield is 78.5%. As a reaction SMILES: [CH:1]1([C:6]2[CH:7]=[C:8]([CH:12]=[CH:13][C:14]=2[O:15][CH3:16])[C:9]([OH:11])=O)[CH2:5][CH2:4][CH2:3][CH2:2]1.C(Cl)(=O)C(Cl)=O.[Sn](Cl)(Cl)(Cl)Cl.[Br:28][C:29]1[CH:42]=[CH:41][C:32]([CH2:33][C:34]2[O:35][C:36]([CH3:40])=[C:37]([CH3:39])[CH:38]=2)=[CH:31][CH:30]=1>CN(C)C=O>[Br:28][C:29]1[CH:42]=[CH:41][C:32]([CH2:33][C:34]2[O:35][C:36]([CH3:40])=[C:37]([CH3:39])[C:38]=2[C:9]([C:8]2[CH:12]=[CH:13][C:14]([O:15][CH3:16])=[C:6]([CH:1]3[CH2:2][CH2:3][CH2:4][CH2:5]3)[CH:7]=2)=[O:11])=[CH:31][CH:30]=1. Procedure: The title compound was prepared according to the procedure in Example 5, step 2 using 3-cyclopentyl-p-anisic acid (2.04 g, 9.24 mmol, RN-59216-82-9), oxalyl chloride (0.887 mL, 10.2 mmol), N,N-dimethylformamide (2 drops), tin (IV) chloride (1.19 mL, 10.2 mmol) and 2-(4-bromo-benzyl)-4,5-dimethyl-furan (2.45 g, 9.24 mmol) in CH2C2. Purification on Biotage KP-Sil eluting with 4% EtOAc/pet. ether gave 3.39 g (78%) of the title compound. 1H NMR (DMSO-d6) δ1.38-1.47 (m, 2 H), 1.60-1.73 (m, 4 H), 1.79... Reactants: C(C1=CC=CC=C1)N (benzylamine), C(C)(=O)O[BH-](OC(C)=O)OC(C)=O.[Na+] (sodium triacetoxyborohydride), FC(C(=O)[O-])(F)F.C(=O)(O)C1=C(C=2N(C(=C(C2S1)C1CCCCC1)C1=CC=CC=C1)COC)C[NH2+]CC1CS(CC1)(=O)=O ([2-carboxy-6-cyclohexyl-4-(methoxymethyl)-5-phenyl-4H-thieno[3,2-b]pyrrol-3-yl]-N-[(1,1-dioxidotetrahydro-3-thienyl)methyl]methanaminium trifluoroacetate), C1(CCCCC1)C=1C2=C(N(C1C1=CC=CC=C1)COC)C(=C(S2)C(=O)O)C=O (6-cyclohexyl-3-formyl-4-(methoxymethyl)-5-phenyl-4H-thieno[3,2-b]pyrrole-2-carboxylic acid). Solvent: ClCCCl (1,2-dichloroethane). Reaction conditions: time 9 minute. Product: C(C1=CC=CC=C1)NCC1=C(SC2=C1N(C(=C2C2CCCCC2)C2=CC=CC=C2)COC)C(=O)O (3-[(benzylamino)methyl]-6-cyclohexyl-4-(methoxymethyl)-5-phenyl-4H-thieno[3,2-b]pyrrole-2-carboxylic acid), C(=O)(C(F)(F)F)O (TFA). Isolated yield 39.0%. Reaction SMILES: [F:1][C:2]([F:7])([F:6])[C:3]([O-:5])=[O:4].[C:8]([C:11]1[S:18][C:17]2[C:16]([CH:19]3[CH2:24][CH2:23][CH2:22][CH2:21][CH2:20]3)=[C:15]([C:25]3[CH:30]=[CH:29][CH:28]=[CH:27][CH:26]=3)[N:14]([CH2:31][O:32][CH3:33])[C:13]=2[C:12]=1[CH2:34][NH2+:35][CH2:36][CH:37]1[CH2:41][CH2:40]S(=O)(=O)[CH2:38]1)([OH:10])=[O:9].C1(C2C3SC(C(O)=O)=C(C=O)C=3N(COC)C=2C2C=CC=CC=2)CCCCC1.C(N)C1C=CC=CC=1.C(O[BH-](OC(=O)C)OC(=O)C)(=O)C.[Na+]>ClCCCl>[CH2:36]([NH:35][CH2:34][C:12]1[C:13]2[N:14]([CH2:31][O:32][CH3:33])[C:15]([C:25]3[CH:30]=[CH:29][CH:28]=[CH:27][CH:26]=3)=[C:16]([CH:19]3[CH2:20][CH2:21][CH2:22][CH2:23][CH2:24]3)[C:17]=2[S:18][C:11]=1[C:8]([OH:10])=[O:9])[C:37]1[CH:41]=[CH:40][CH:3]=[CH:2][CH:38]=1.[C:3]([OH:5])([C:2]([F:7])([F:6])[F:1])=[O:4] |f:0.1,4.5|. Procedure: Following the procedure described above for [2-carboxy-6-cyclohexyl-4-(methoxymethyl)-5-phenyl-4H-thieno[3,2-b]pyrrol-3-yl]-N-[(1,1-dioxidotetrahydro-3-thienyl)methyl]methanaminium trifluoroacetate (step 4), treatment of a solution (0.02 M) of 6-cyclohexyl-3-formyl-4-(methoxymethyl)-5-phenyl-4H-thieno[3,2-b]pyrrole-2-carboxylic acid in 1,2-dichloroethane with benzylamine (1.2 eq.) and sodium triacetoxyborohydride (1.5 eq.) gave a residue that was purified by RP-HPLC (Conditions: Waters X-TERRA M...